This data is from the Open Reaction Database (ORD), a public repository of structured organic reaction records. The task is: describe an organic reaction: reactants, conditions, products, and yield Reactants: C(C1=CC=CC=C1)OC=1C(=NC=CC1OC)C(=O)O (3-Benzyloxy-4-methoxypicolinic acid), Cl (hydrochloric acid). Solvent: CO (methanol). Yields the product Cl.OC=1C(=NC=CC1OC)C(=O)O (3-Hydroxy-4-methoxypicolinic acid hydrochloride). Yield: 54.8%. As a reaction SMILES: C([O:8][C:9]1[C:10]([C:17]([OH:19])=[O:18])=[N:11][CH:12]=[CH:13][C:14]=1[O:15][CH3:16])C1C=CC=CC=1.[ClH:20]>CO>[ClH:20].[OH:8][C:9]1[C:10]([C:17]([OH:19])=[O:18])=[N:11][CH:12]=[CH:13][C:14]=1[O:15][CH3:16] |f:3.4|. Reported procedure: 3-Benzyloxy-4-methoxypicolinic acid (8.3 g) was dissolved in 100 ml of methanol. Concentrated hydrochloric acid (2 ml) was added to the solution. The mixture was heated under reflux for 30 min. The reaction solution was concentrated under the reduced pressure. The residue was recrystallized from water-ethanol to give 3.6 g (yield 54.8%) of title compound as colorless powder. Reactants: FC1=C(C(=O)N(CC(C)C)CC=2N=NC(=CC2CCC)NN)C=C(C=C1)F (2,5-difluoro-N-(6-hydrazino-4-propyl-pyridazin-3-ylmethyl)-N-isobutyl-benzamide), C(=O)O (HCOOH). Product: FC1=C(C(=O)N(CC=2C(=CC=3N(N2)C=NN3)CCC)CC(C)C)C=C(C=C1)F (2,5-Difluoro-N-isobutyl-N-(7-propyl-[1,2,4]triazolo[4,3-b]pyridazin-6 -ylmethyl)-benzamide). As a reaction SMILES: [F:1][C:2]1[CH:26]=[CH:25][C:24]([F:27])=[CH:23][C:3]=1[C:4]([N:6]([CH2:11][C:12]1[N:13]=[N:14][C:15]([NH:21][NH2:22])=[CH:16][C:17]=1[CH2:18][CH2:19][CH3:20])[CH2:7][CH:8]([CH3:10])[CH3:9])=[O:5].[CH:28](O)=O>>[F:1][C:2]1[CH:26]=[CH:25][C:24]([F:27])=[CH:23][C:3]=1[C:4]([N:6]([CH2:7][CH:8]([CH3:10])[CH3:9])[CH2:11][C:12]1[C:17]([CH2:18][CH2:19][CH3:20])=[CH:16][C:15]2[N:14]([CH:28]=[N:22][N:21]=2)[N:13]=1)=[O:5]. Reported procedure: A solution of 2,5-difluoro-N-(6-hydrazino-4-propyl-pyridazin-3-ylmethyl)-N-isobutyl-benzamide (78 mg, 0.21 mmol) in HCOOH (3 ml) is heated at 110° C. overnight. The solvent is removed in vacuo and to the residue is added EtOAc (10 ml) and saturated NaHCO3 aqueous solution (10 ml). The layers are separated and the aqueous layer is extracted with EtOAc (10 ml). The combined extracts are washed with brine (10 ml), dried (Na2SO4) and evaporated in vacuo. Preparative TLC separation of the residue wit... Reactants: CC(C)(C)OC(=O)N1CC(CCl)c2ccc([N+](=O)[O-])cc21, O=C(NCCN1CCOCC1)c1ccc2cc(C(=O)O)[nH]c2c1, CO. The product is O=C(NCCN1CCOCC1)c1ccc2cc(C(=O)N3CC(CCl)c4ccc([N+](=O)[O-])cc43)[nH]c2c1. Reaction SMILES: [C:1]([O:2][C:6](=[O:7])[N:8]1[CH2:9][CH:10]([CH2:20][Cl:21])[c:11]2[cH:12][cH:13][c:14]([N+:17](=[O:18])[O-:19])[cH:15][c:16]21)([CH3:3])([CH3:4])[CH3:5].[C:22]([OH:23])(=[O:24])[c:25]1[nH:26][c:27]2[cH:28][c:29]([C:34](=[O:35])[NH:36][CH2:37][CH2:38][N:39]3[CH2:40][CH2:41][O:42][CH2:43][CH2:44]3)[cH:30][cH:31][c:32]2[cH:33]1.[CH3:45][OH:46]>>[C:6](=[O:7])([N:8]1[CH2:9][CH:10]([CH2:20][Cl:21])[c:11]2[cH:12][cH:13][c:14]([N+:17](=[O:18])[O-:19])[cH:15][c:16]21)[c:25]1[nH:26][c:27]2[cH:28][c:29]([C:34](=[O:35])[NH:36][CH2:37][CH2:38][N:39]3[CH2:40][CH2:41][O:42][CH2:43][CH2:44]3)[cH:30][cH:31][c:32]2[cH:33]1. Starting materials: NC=1C=CC(=C(C1)[C@]1(N=C(OC(C1(F)F)(C)C)N)C)F ((R)-4-(5-amino-2-fluoro-phenyl)-5,5-difluoro-4,6,6-trimethyl-5,6-dihydro-4H-[1,3]oxazin-2-ylamine), FC(COC=1C=CC(=NC1)C(=O)O)(C(F)F)F (5-(2,2,3,3-tetrafluoro-propoxy)-pyridine-2-carboxylic acid). Product: NC=1OC(C([C@@](N1)(C)C=1C=C(C=CC1F)NC(=O)C1=NC=C(C=C1)OCC(C(F)F)(F)F)(F)F)(C)C (5-(2,2,3,3-tetrafluoro-propoxy)-pyridine-2-carboxylic acid [3-((R)-2-amino-5,5-difluoro-4,6,6-trimethyl-5,6-dihydro-4H-[1,3]oxazin-4-yl)-4-fluoro-phenyl]-amide). As a reaction SMILES: [NH2:1][C:2]1[CH:3]=[CH:4][C:5]([F:20])=[C:6]([C@:8]2([CH3:19])[C:13]([F:15])([F:14])[C:12]([CH3:17])([CH3:16])[O:11][C:10]([NH2:18])=[N:9]2)[CH:7]=1.[F:21][C:22]([F:37])([CH:34]([F:36])[F:35])[CH2:23][O:24][C:25]1[CH:26]=[CH:27][C:28]([C:31](O)=[O:32])=[N:29][CH:30]=1>>[NH2:18][C:10]1[O:11][C:12]([CH3:16])([CH3:17])[C:13]([F:14])([F:15])[C@:8]([C:6]2[CH:7]=[C:2]([NH:1][C:31]([C:28]3[CH:27]=[CH:26][C:25]([O:24][CH2:23][C:22]([F:37])([F:21])[CH:34]([F:36])[F:35])=[CH:30][N:29]=3)=[O:32])[CH:3]=[CH:4][C:5]=2[F:20])([CH3:19])[N:9]=1. Procedure: The condensation of (R)-4-(5-amino-2-fluoro-phenyl)-5,5-difluoro-4,6,6-trimethyl-5,6-dihydro-4H-[1,3]oxazin-2-ylamine (intermediate XI-2) and 5-(2,2,3,3-tetrafluoro-propoxy)-pyridine-2-carboxylic acid following procedure I yielded the 5-(2,2,3,3-tetrafluoro-propoxy)-pyridine-2-carboxylic acid [3-((R)-2-amino-5,5-difluoro-4,6,6-trimethyl-5,6-dihydro-4H-[1,3]oxazin-4-yl)-4-fluoro-phenyl]-amide which, after treatment with hydrochloric acid in dioxane (4N), evaporation and trituration with diethylet... Starting materials: COc1ccc(Sc2ccccc2C(=O)O)cc1, Cc1ccccc1, [Na+], [OH-]. Product: COc1ccc(Sc2ccccc2CO)cc1. As a reaction SMILES: [CH3:1][O:2][c:3]1[cH:4][cH:5][c:6]([S:9][c:10]2[c:11]([C:12](=[O:13])[OH:14])[cH:15][cH:16][cH:17][cH:18]2)[cH:7][cH:8]1.[CH3:21][c:22]1[cH:23][cH:24][cH:25][cH:26][cH:27]1.[Na+:20].[OH-:19]>>[CH3:1][O:2][c:3]1[cH:4][cH:5][c:6]([S:9][c:10]2[c:11]([CH2:12][OH:13])[cH:15][cH:16][cH:17][cH:18]2)[cH:7][cH:8]1. Reactants: N(=O)[O-].[Na+] (NaNO2), C(C)(=O)O (acetic acid), [N+](=O)([O-])C1=CC=C(COC(=O)N2CC(NCC2)C(=O)O)C=C1 (piperazine-1,3-dicarboxylic acid 1-(4-nitrobenzyl) ester), N(=O)[O-].[Na+] (NaNO2). Run in O (H2O), O (H2O). Reaction conditions: time 1 hour. Product: [N+](=O)([O-])C1=CC=C(COC(=O)N2CC(N(CC2)N=O)C(=O)O)C=C1 (4-nitrosopiperazine-1,3-dicarboxylic acid 1-(4-nitrobenzyl) ester). As a reaction SMILES: [N:1]([O-])=[O:2].[Na+].C(O)(=O)C.[N+:9]([C:12]1[CH:30]=[CH:29][C:15]([CH2:16][O:17][C:18]([N:20]2[CH2:25][CH2:24][NH:23][CH:22]([C:26]([OH:28])=[O:27])[CH2:21]2)=[O:19])=[CH:14][CH:13]=1)([O-:11])=[O:10]>O>[N+:9]([C:12]1[CH:13]=[CH:14][C:15]([CH2:16][O:17][C:18]([N:20]2[CH2:25][CH2:24][N:23]([N:1]=[O:2])[CH:22]([C:26]([OH:28])=[O:27])[CH2:21]2)=[O:19])=[CH:29][CH:30]=1)([O-:11])=[O:10] |f:0.1|. Reported procedure: The H2O (300 mL) solution of NaNO2 (cont. 98.5%) (6.66 g) was added to the acetic acid (864 mL) solution of piperazine-1,3-dicarboxylic acid 1-(4-nitrobenzyl) ester (26.72 g) under a nitrogen atmosphere at 0° C. for 0.5 h and stirred for 1 h. In addition, the H2O (132 mL) solution of NaNO2 (cont. 98.5%) (2.41 g) was added to the solution at 0° C. for 0.5 h and stirred for 1 h. The solution was concentrated under reduced pressure and H2O (500 mL) was added to the residue. The solution was extract... Starting materials: C1CCC2=NCCCN2CC1, ClCCl, O=Nc1ccccc1, O=CCCc1ccccc1. Yields the product O=C(CCc1ccccc1)N(O)c1ccccc1. Reaction SMILES: [CH2:1]1[CH2:2][CH2:3][C:4]2=[N:9][CH2:8][CH2:7][CH2:6][N:5]2[CH2:10][CH2:11]1.[Cl:30][CH2:31][Cl:32].[O:22]=[N:23][c:24]1[cH:25][cH:26][cH:27][cH:28][cH:29]1.[c:12]1([CH2:18][CH2:19][CH:20]=[O:21])[cH:13][cH:14][cH:15][cH:16][cH:17]1>>[c:12]1([CH2:18][CH2:19][C:20](=[O:21])[N:23]([OH:22])[c:24]2[cH:25][cH:26][cH:27][cH:28][cH:29]2)[cH:13][cH:14][cH:15][cH:16][cH:17]1. Reactants: OC1=CC(=CC=2CC[C@@H]3[C@@H]4CCC([C@@]4(C)CC[C@@H]3C12)=O)O (1,3-dihydroxy-8α-estra-1,3,5(10)-trien-17-one), N1(CCCCC1)S(=O)(=O)Cl (piperidinosulfonyl chloride). Yields the product N1(CCCCC1)S(=O)(=O)OC1=CC(=CC=2CC[C@@H]3[C@@H]4CCC([C@@]4(C)CC[C@@H]3C12)=O)OS(=O)(=O)N1CCCCC1 (1,3-Bis(piperidinosulfonyloxy)-8α-estra-1,3,5(10)-trien-17-one). RXN SMILES: [OH:1][C:2]1[C:19]2[C@@H:18]3[C@@H:9]([C@H:10]4[C@@:14]([CH2:16][CH2:17]3)([CH3:15])[C:13](=[O:20])[CH2:12][CH2:11]4)[CH2:8][CH2:7][C:6]=2[CH:5]=[C:4]([OH:21])[CH:3]=1.[N:22]1([S:28](Cl)(=[O:30])=[O:29])[CH2:27][CH2:26][CH2:25][CH2:24][CH2:23]1>>[N:22]1([S:28]([O:1][C:2]2[C:19]3[C@@H:18]4[C@@H:9]([C@H:10]5[C@@:14]([CH2:16][CH2:17]4)([CH3:15])[C:13](=[O:20])[CH2:12][CH2:11]5)[CH2:8][CH2:7][C:6]=3[CH:5]=[C:4]([O:21][S:28]([N:22]3[CH2:27][CH2:26][CH2:25][CH2:24][CH2:23]3)(=[O:30])=[O:29])[CH:3]=2)(=[O:30])=[O:29])[CH2:27][CH2:26][CH2:25][CH2:24][CH2:23]1. Reported procedure: The above compound is prepared from 1,3-dihydroxy-8α-estra-1,3,5(10)-trien-17-one by reaction with piperidinosulfonyl chloride analogously to Example 24. As a reaction SMILES: [NH2:1][C:2]1[C:3]([NH:13][CH2:14][CH2:15][CH2:16][CH2:17][OH:18])=[C:4]([CH:9]=[CH:10][C:11]=1[Cl:12])[C:5]([O:7][CH3:8])=[O:6].[Cl:19][C:20]1[C:21]([N:27]=[C:28]=[S:29])=[N:22][CH:23]=[C:24]([Cl:26])[CH:25]=1>O1CCCC1>[Cl:12][C:11]1[CH:10]=[CH:9][C:4]([C:5]([O:7][CH3:8])=[O:6])=[C:3]([NH:13][CH2:14][CH2:15][CH2:16][CH2:17][OH:18])[C:2]=1[NH:1][C:28](=[S:29])[NH:27][C:21]1[C:20]([Cl:19])=[CH:25][C:24]([Cl:26])=[CH:23][N:22]=1. Isolated yield 78.9%. Product: ClC1=C(C(=C(C(=O)OC)C=C1)NCCCCO)NC(NC1=NC=C(C=C1Cl)Cl)=S (Methyl 4-chloro-3-{[(3,5-dichloropyridin-2-yl)carbamothioyl]amino}-2-[(4-hydroxybutyl)amino]benzoate). Solvent: O1CCCC1 (tetrahydrofuran). Reported procedure: A solution of methyl 3-amino-4-chloro-2-[(4-hydroxybutyl)amino]benzoate (2.00 g, 7.33 mmol) and 3,5-dichloro-2-isothiocyanatopyridine (1.80 g, 8.80 mmol) in tetrahydrofuran (20 mL) was stirred for 12 h at room temperature. The reaction mixture was concentrated in vacuo and purified by flash column chromatography on NH-silica gel eluting with a 10-80% ethyl acetate/n-hexane gradient mixture to give the title compound as a colorless solid (2.76 g, 5.78 mmol, 79%). The reactants are NC=1C(=C(C(=O)OC)C=CC1Cl)NCCCCO (methyl 3-amino-4-chloro-2-[(4-hydroxybutyl)amino]benzoate), ClC=1C(=NC=C(C1)Cl)N=C=S (3,5-dichloro-2-isothiocyanatopyridine). The reactants are CN1C=C(C(C2=CC=C(C=C12)C(F)(F)F)=O)S(=O)C (1-methyl-3-methylsulphinyl-7-trifluoromethyl-4-quinolone), CO (methanol), C(C)(=O)OCC (ethyl acetate). Run in ClCCl (dichloromethane). Product: CN1C=C(C(C2=CC=C(C=C12)C(F)(F)F)=O)S(=O)(=O)C (1-methyl-3-methylsulphonyl-7-trifluoromethyl-4-quinolone). Reaction SMILES: [CH3:1][N:2]1[C:11]2[C:6](=[CH:7][CH:8]=[C:9]([C:12]([F:15])([F:14])[F:13])[CH:10]=2)[C:5](=[O:16])[C:4]([S:17]([CH3:19])=[O:18])=[CH:3]1.CO.C(OCC)(=[O:24])C>ClCCl>[CH3:1][N:2]1[C:11]2[C:6](=[CH:7][CH:8]=[C:9]([C:12]([F:13])([F:14])[F:15])[CH:10]=2)[C:5](=[O:16])[C:4]([S:17]([CH3:19])(=[O:24])=[O:18])=[CH:3]1. Reported procedure: 1-methyl-3-methylsulphinyl-7-trifluoromethyl-4-quinolone was oxidised in dichloromethane at 0° to give 1-methyl-3-methylsulphonyl-7-trifluoromethyl-4-quinolone, m.p. 300°-301° (from methanol:ethyl acetate)